From a dataset of the Open Reaction Database (ORD), a public repository of structured organic reaction records. describe an organic reaction: reactants, conditions, products, and yield Reactants: C(C1=CC=CC=C1)N1C(=NC(=C1C(=O)OCC)C(=O)OCC)CBr (diethyl 1-benzyl-2-bromomethylimidazole-4,5-dicarboxylate), BrN1C(CCC1=O)=O (N-bromosuccinimide), C(C1=CC=CC=C1)(=O)OOC(C1=CC=CC=C1)=O (benzoyl peroxide), C(C1=CC=CC=C1)N1C(=NC(=C1C(=O)OCC)C(=O)OCC)CC (diethyl 1-benzyl-2-ethylimidazole-4,5-dicarboxylate). The solvent is C(Cl)(Cl)(Cl)Cl (carbon tetrachloride). The product is C(C1=CC=CC=C1)N1C(=NC(=C1C(=O)OCC)C(=O)OCC)C(C)Br (Diethyl 1-benzyl-2-(1-bromoethyl)imidazole-4,5-dicarboxylate). Yield: 97.8%. RXN SMILES: [Br:1]N1C(=O)CCC1=O.C(OOC(=O)C1C=CC=CC=1)(=O)C1C=CC=CC=1.[CH2:27]([N:34]1[C:38]([C:39]([O:41][CH2:42][CH3:43])=[O:40])=[C:37]([C:44]([O:46][CH2:47][CH3:48])=[O:45])[N:36]=[C:35]1[CH2:49][CH3:50])[C:28]1[CH:33]=[CH:32][CH:31]=[CH:30][CH:29]=1.C(N1C(C(OCC)=O)=C(C(OCC)=O)N=C1CBr)C1C=CC=CC=1>C(Cl)(Cl)(Cl)Cl>[CH2:27]([N:34]1[C:38]([C:39]([O:41][CH2:42][CH3:43])=[O:40])=[C:37]([C:44]([O:46][CH2:47][CH3:48])=[O:45])[N:36]=[C:35]1[CH:49]([Br:1])[CH3:50])[C:28]1[CH:29]=[CH:30][CH:31]=[CH:32][CH:33]=1. Procedure details: 3.08 g of N-bromosuccinimide and 0.51 g of benzoyl peroxide were added to a solution of 5.19 g of diethyl 1-benzyl-2-ethylimidazole-4,5-dicarboxylate [prepared as described in step (i) above] in 100 ml of carbon tetrachloride, and the resulting mixture was heated under reflux for 1 hour. Following a procedure similar to that described in Preparation 42(ii), 6.29 g of the title compound were obtained as a syrup from the resulting reaction solution. As a reaction SMILES: [CH3:28][OH:29].[CH3:30][CH2:31][CH2:32][CH2:33][CH2:34][CH3:35].[F:1][c:2]1[cH:3][cH:4][c:5]([O:20][CH3:21])[c:6]([C:8]([CH2:9][C:10]([CH2:11][OH:12])([OH:13])[C:14]([F:15])([F:16])[F:17])([CH3:18])[CH3:19])[cH:7]1.[I+3:22]([O-:23])([O-:24])([O-:25])[O-:26].[Na+:27]>>[F:1][c:2]1[cH:3][cH:4][c:5]([O:20][CH3:21])[c:6]([C:8]([CH2:9][C:10](=[O:13])[C:14]([F:15])([F:16])[F:17])([CH3:18])[CH3:19])[cH:7]1. Yields the product COc1ccc(F)cc1C(C)(C)CC(=O)C(F)(F)F. Reactants: CO, CCCCCC, COc1ccc(F)cc1C(C)(C)CC(O)(CO)C(F)(F)F, [O-][I+3]([O-])([O-])[O-], [Na+]. Reactants: CC1(c2ncc(-c3ccc(Br)cc3)[nH]2)CCCN1C(=O)OCC1c2ccccc2-c2ccccc21, C1CCNCC1, CN(C)C=O. Product: CC1(c2ncc(-c3ccc(Br)cc3)[nH]2)CCCN1. RXN SMILES: [Br:1][c:2]1[cH:3][cH:4][c:5](-[c:8]2[cH:9][n:10][c:11]([C:13]3([CH3:35])[N:14]([C:18]([O:19][CH2:20][CH:21]4[c:22]5[cH:23][cH:24][cH:25][cH:26][c:27]5-[c:28]5[c:29]4[cH:30][cH:31][cH:32][cH:33]5)=[O:34])[CH2:15][CH2:16][CH2:17]3)[nH:12]2)[cH:6][cH:7]1.[CH2:36]1[CH2:37][CH2:38][NH:39][CH2:40][CH2:41]1.[O:42]=[CH:43][N:44]([CH3:45])[CH3:46]>>[Br:1][c:2]1[cH:3][cH:4][c:5](-[c:8]2[cH:9][n:10][c:11]([C:13]3([CH3:35])[NH:14][CH2:15][CH2:16][CH2:17]3)[nH:12]2)[cH:6][cH:7]1. Reactants: O[C@@H]1[C@H](CCC2=C(C=CC=C12)OC)C(=O)OC ((1R,2S)-methyl [1-hydroxy-5-methoxy-1,2,3,4-tetrahydro-2-naphthyl]formate). The reagents and catalysts are [Pd] (palladium on carbon). Run in CO (methanol). Reaction conditions: time 22 hour. Product: COC1=C2CC[C@@H](CC2=CC=C1)C(=O)OC ((S)-methyl (5-methoxy-1,2,3,4-tetrahydro-2-naphthyl)formate). The yield is 80.2%. As a reaction SMILES: O[C@H:2]1[C:11]2[C:6](=[C:7]([O:12][CH3:13])[CH:8]=[CH:9][CH:10]=2)[CH2:5][CH2:4][C@@H:3]1[C:14]([O:16][CH3:17])=[O:15]>[Pd].CO>[CH3:13][O:12][C:7]1[CH:8]=[CH:9][CH:10]=[C:11]2[C:6]=1[CH2:5][CH2:4][C@H:3]([C:14]([O:16][CH3:17])=[O:15])[CH2:2]2. Procedure details: A mixture of (1R,2S)-methyl [1-hydroxy-5-methoxy-1,2,3,4-tetrahydro-2-naphthyl]formate (2.22 g) and 10% palladium on carbon in methanol (50 ml) was stirred under hydrogen (2-3 atm) at room temperature for 22 hours. The catalyst was filtered off and the filtrate was evaporated in vacuo. The residue was purified by silica gel column chromatography (n-hexane:ethyl acetate=4:1) to give (S)-methyl (5-methoxy-1,2,3,4-tetrahydro-2-naphthyl)formate as a colorless oil (1.66 g). Reactants: [H-].C(C(C)C)[Al+]CC(C)C (Diisobutylaluminum hydride), FC1=CC=C(C=C1)C(C(C(=O)OCC)C(C)(C)C)C1=CC=C(C=C1)F (ethyl 3,3-bis(4-fluorophenyl)-2-(1,1dimethylethyl)propionate), Cl (hydrochloric acid). The solvent is C(Cl)Cl (methylene chloride). Run at temperature -10 celsius, time 18 hour. The product is FC1=CC=C(C=C1)C(C(CO)C(C)(C)C)C1=CC=C(C=C1)F (3,3-Bis(4-fluorophenyl)-2-(1,1-dimethylethyl)propanol). The yield is 73.6%. As a reaction SMILES: [H-].C([Al+]CC(C)C)C(C)C.[F:11][C:12]1[CH:17]=[CH:16][C:15]([CH:18]([C:29]2[CH:34]=[CH:33][C:32]([F:35])=[CH:31][CH:30]=2)[CH:19]([C:25]([CH3:28])([CH3:27])[CH3:26])[C:20](OCC)=[O:21])=[CH:14][CH:13]=1.Cl>C(Cl)Cl>[F:11][C:12]1[CH:13]=[CH:14][C:15]([CH:18]([C:29]2[CH:30]=[CH:31][C:32]([F:35])=[CH:33][CH:34]=2)[CH:19]([C:25]([CH3:28])([CH3:27])[CH3:26])[CH2:20][OH:21])=[CH:16][CH:17]=1 |f:0.1|. Procedure details: Diisobutylaluminum hydride (20 mL of 1M solution, 20 mmol) was added to a solution of ethyl 3,3-bis(4-fluorophenyl)-2-(1,1dimethylethyl)propionate (2.0 g, 5.8 mmol) in 20 mL of methylene chloride at -70° C. The solution was stirred at -70° C. for 4 hours and at -10° C. for 18 hours. The solution was hydrolyzed by addition of 2N hydrochloric acid. The aqueous layer was separated and extracted with methylene chloride. The combined organic portions were dried with magnesium sulfate and concentrated... The reactants are Clc1nc2ccccc2[nH]1, Nc1ccc(C(F)(F)F)cc1. Yields the product FC(F)(F)c1ccc(Nc2nc3ccccc3[nH]2)cc1. As a reaction SMILES: [Cl:1][c:2]1[nH:3][c:4]2[c:5]([n:6]1)[cH:7][cH:8][cH:9][cH:10]2.[F:11][C:12]([c:13]1[cH:14][cH:15][c:16]([NH2:17])[cH:18][cH:19]1)([F:20])[F:21]>>[c:2]1([NH:17][c:16]2[cH:15][cH:14][c:13]([C:12]([F:11])([F:20])[F:21])[cH:19][cH:18]2)[nH:3][c:4]2[c:5]([n:6]1)[cH:7][cH:8][cH:9][cH:10]2. The reactants are ClCCl, O=C(O)C(F)(F)F, COc1ccc(-n2nc(C(=O)OC(C)(C)C)cc2-c2ccco2)cc1. The product is COc1ccc(-n2nc(C(=O)O)cc2-c2ccco2)cc1. RXN SMILES: [Cl:33][CH2:34][Cl:35].[OH:26][C:27]([C:28]([F:29])([F:30])[F:31])=[O:32].[o:1]1[c:2](-[c:6]2[cH:7][c:8]([C:19](=[O:20])[O:21][C:22]([CH3:23])([CH3:24])[CH3:25])[n:9][n:10]2-[c:11]2[cH:12][cH:13][c:14]([O:17][CH3:18])[cH:15][cH:16]2)[cH:3][cH:4][cH:5]1>>[o:1]1[c:2](-[c:6]2[cH:7][c:8]([C:19](=[O:20])[OH:21])[n:9][n:10]2-[c:11]2[cH:12][cH:13][c:14]([O:17][CH3:18])[cH:15][cH:16]2)[cH:3][cH:4][cH:5]1.